Dataset: the Open Reaction Database (ORD), a public repository of structured organic reaction records. Task: describe an organic reaction: reactants, conditions, products, and yield The reactants are CCOC(=O)c1cnn(C2CCCCC2)c1N, CC#N, Cl[Cu], Cl, CC(C)(C)ON=O. Yields the product CCOC(=O)c1cnn(C2CCCCC2)c1Cl. RXN SMILES: [CH2:8]([CH3:9])[O:10][C:11](=[O:12])[c:13]1[cH:14][n:15][n:16]([CH:19]2[CH2:20][CH2:21][CH2:22][CH2:23][CH2:24]2)[c:17]1[NH2:18].[CH3:26][C:27]#[N:28].[Cl:29][Cu:30].[ClH:25].[N:1]([O:2][C:3]([CH3:4])([CH3:5])[CH3:6])=[O:7]>>[CH2:8]([CH3:9])[O:10][C:11](=[O:12])[c:13]1[cH:14][n:15][n:16]([CH:19]2[CH2:20][CH2:21][CH2:22][CH2:23][CH2:24]2)[c:17]1[Cl:25]. Reactants: [N+](=O)([O-])C1=CC=C(C=C1)S(=O)(=O)Cl (p-nitrobenzenesulfonyl chloride), COC1=C(C=CC(=C1)OC)S(=O)(=O)N1CCNCC1 (1-[(2,4-dimethoxyphenyl)-sulfonyl]piperazine). Solvent: C(C)N(CC)CC (triethylamine). Yields the product [N+](=O)([O-])C1=CC=C(C=C1)S(=O)(=O)N1CCN(CC1)S(=O)(=O)C1=C(C=C(C=C1)OC)OC (1-[(p-nitrophenyl)sulfonyl]-4-[(2,4-dimethoxyphenyl)sulfonyl]piperazine). As a reaction SMILES: [N+:1]([C:4]1[CH:9]=[CH:8][C:7]([S:10](Cl)(=[O:12])=[O:11])=[CH:6][CH:5]=1)([O-:3])=[O:2].[CH3:14][O:15][C:16]1[CH:21]=[C:20]([O:22][CH3:23])[CH:19]=[CH:18][C:17]=1[S:24]([N:27]1[CH2:32][CH2:31][NH:30][CH2:29][CH2:28]1)(=[O:26])=[O:25]>C(N(CC)CC)C>[N+:1]([C:4]1[CH:9]=[CH:8][C:7]([S:10]([N:30]2[CH2:31][CH2:32][N:27]([S:24]([C:17]3[CH:18]=[CH:19][C:20]([O:22][CH3:23])=[CH:21][C:16]=3[O:15][CH3:14])(=[O:26])=[O:25])[CH2:28][CH2:29]2)(=[O:12])=[O:11])=[CH:6][CH:5]=1)([O-:3])=[O:2]. Procedure details: In the manner given in Example 1A, p-nitrobenzenesulfonyl chloride, 1-[(2,4-dimethoxyphenyl)-sulfonyl]piperazine and triethylamine are stirred at reflux to give 1-[(p-nitrophenyl)sulfonyl]-4-[(2,4-dimethoxyphenyl)sulfonyl]piperazine. Yields the product N1C(CC2=CC=CN=C12)=O (7-azaoxindole). Procedure: A suspension of 7-azaoxindole hydrobromide (800 mg, 3.7 mmol), (Tet.Let. 1987, 28, 4027), in methylene chloride (10 ml) was adjusted to pH9 with saturated aqueous sodium hydrogen carbonate solution. The organic layer was separated and the aqueous layer was extracted with methylene chloride. The organic layers were combined, washed with brine, dried (MgSO4) and the volatiles removed by evaporation. The residue was purified by column chromatography eluting with methylene chloride/methanol (95/5) t... Reaction SMILES: Br.[NH:2]1[C:10]2[C:5](=[CH:6][CH:7]=[CH:8][N:9]=2)[CH2:4][C:3]1=[O:11].C(=O)([O-])O.[Na+]>C(Cl)Cl>[NH:2]1[C:10]2[C:5](=[CH:6][CH:7]=[CH:8][N:9]=2)[CH2:4][C:3]1=[O:11] |f:0.1,2.3|. The solvent is C(Cl)Cl (methylene chloride). The yield is 48.0%. Reactants: Br.N1C(CC2=CC=CN=C12)=O (7-azaoxindole hydrobromide), C(O)([O-])=O.[Na+] (sodium hydrogen carbonate). The reactants are CN(C(=O)[C@H]1[C@@H](C1)[C@H]1N(C[C@H](C1)SC(C)=O)C(=O)OCC1=CC=C(C=C1)[N+](=O)[O-])C (trans-N,N-dimethyl-2-[(2S,4S)-4-acetylthio -N-(4-nitrobenzyloxycarbonyl)pyrrolidin-2-yl]cyclopropanecarboxamide), [OH-].[Na+] (sodium hydroxide), O (water), Cl (hydrochloric acid). Run in CO (methanol). Run at time 1 hour. Product: CN(C(=O)[C@H]1[C@@H](C1)[C@H]1N(C[C@H](C1)S)C(=O)OCC1=CC=C(C=C1)[N+](=O)[O-])C (trans-N,N-dimethyl-2-[(2S,4S)-4-mercapto-N-(4-nitrobenzyloxycarbonyl) pyrrolidin-2-yl]cyclopropanecarboxamide). RXN SMILES: [CH3:1][N:2]([CH3:30])[C:3]([C@@H:5]1[CH2:7][C@H:6]1[C@@H:8]1[CH2:12][C@H:11]([S:13]C(=O)C)[CH2:10][N:9]1[C:17]([O:19][CH2:20][C:21]1[CH:26]=[CH:25][C:24]([N+:27]([O-:29])=[O:28])=[CH:23][CH:22]=1)=[O:18])=[O:4].[OH-].[Na+].Cl.O>CO>[CH3:1][N:2]([CH3:30])[C:3]([C@@H:5]1[CH2:7][C@H:6]1[C@@H:8]1[CH2:12][C@H:11]([SH:13])[CH2:10][N:9]1[C:17]([O:19][CH2:20][C:21]1[CH:26]=[CH:25][C:24]([N+:27]([O-:29])=[O:28])=[CH:23][CH:22]=1)=[O:18])=[O:4] |f:1.2|. Procedure details: To a solution of trans-N,N-dimethyl-2-[(2S,4S)-4-acetylthio -N-(4-nitrobenzyloxycarbonyl)pyrrolidin-2-yl]cyclopropanecarboxamide (220 mg, 0.5 mmol) in methanol (11 ml) was added 2N sodium hydroxide solution(0.50 ml, 1.0 mmol) under ice-cooling, and the solution stirred for 1 hour. To the reaction mixture was added 6N hydrochloric acid (0.17 ml, 1.0 mmol), and the mixture poured into water (10 ml) and extracted with methylene chloride (20 ml×2). The organic layer was dried (MgSO4) and evaporated ... Starting materials: Clc1ncccc1CBr, C1CCOC1, CC(C)[N-]C(C)C, [Li+], c1cncc(Cc2cccnc2)c1. Reaction SMILES: [Br:22][CH2:23][c:24]1[c:25]([Cl:30])[n:26][cH:27][cH:28][cH:29]1.[CH2:31]1[O:32][CH2:33][CH2:34][CH2:35]1.[CH3:15][CH:16]([N-:17][CH:18]([CH3:19])[CH3:20])[CH3:21].[Li+:14].[n:1]1[cH:2][c:3]([CH2:7][c:8]2[cH:9][n:10][cH:11][cH:12][cH:13]2)[cH:4][cH:5][cH:6]1>>[n:1]1[cH:2][c:3]([CH:7]([c:8]2[cH:9][n:10][cH:11][cH:12][cH:13]2)[CH2:23][c:24]2[c:25]([Cl:30])[n:26][cH:27][cH:28][cH:29]2)[cH:4][cH:5][cH:6]1. Product: Clc1ncccc1CC(c1cccnc1)c1cccnc1. The reactants are CO, [N-]=[N+]=NCc1c(Cl)c(C(F)(F)F)nn1CC(=O)N1CCN(c2ccc(Cl)cc2)CC1, O, Cl[Sn]Cl. Product: NCc1c(Cl)c(C(F)(F)F)nn1CC(=O)N1CCN(c2ccc(Cl)cc2)CC1. RXN SMILES: [CH3:35][OH:36].[N:1](=[N+:2]=[N-:3])[CH2:4][c:5]1[c:6]([Cl:30])[c:7]([C:26]([F:27])([F:28])[F:29])[n:8][n:9]1[CH2:10][C:11](=[O:12])[N:13]1[CH2:14][CH2:15][N:16]([c:19]2[cH:20][cH:21][c:22]([Cl:25])[cH:23][cH:24]2)[CH2:17][CH2:18]1.[OH2:34].[Sn:31]([Cl:32])[Cl:33]>>[NH2:1][CH2:4][c:5]1[c:6]([Cl:30])[c:7]([C:26]([F:27])([F:28])[F:29])[n:8][n:9]1[CH2:10][C:11](=[O:12])[N:13]1[CH2:14][CH2:15][N:16]([c:19]2[cH:20][cH:21][c:22]([Cl:25])[cH:23][cH:24]2)[CH2:17][CH2:18]1. Starting materials: N-dimethylformamide, C([O-])([O-])=O.[K+].[K+] (potassium carbonate), COC([C@@H](C)Cl)=O ((R)-2-chloropropionic acid methyl ester), C1(CC1)C1=NC=2C(=CC=C(C2C(=C1CC1=CC=C(C=C1)N1N=CC=C1)C)O)F (2-cyclopropyl-8-fluoro-4-methyl-3-(4-pyrazol-1-ylbenzyl)quinolin-5-ol). The solvent is O (water). Run at temperature 0 celsius. Yields the product COC([C@H](C)OC1=C2C(=C(C(=NC2=C(C=C1)F)C1CC1)CC1=CC=C(C=C1)N1N=CC=C1)C)=O ((S)-2-[2-cyclopropyl-8-fluoro-4-methyl-3-(4-pyrazol-1-ylbenzyl)quinolin-5-yloxy]propionic acid methyl ester). The yield is 41.9%. RXN SMILES: [CH:1]1([C:4]2[C:13]([CH2:14][C:15]3[CH:20]=[CH:19][C:18]([N:21]4[CH:25]=[CH:24][CH:23]=[N:22]4)=[CH:17][CH:16]=3)=[C:12]([CH3:26])[C:11]3[C:10]([OH:27])=[CH:9][CH:8]=[C:7]([F:28])[C:6]=3[N:5]=2)[CH2:3][CH2:2]1.C(=O)([O-])[O-].[K+].[K+].[CH3:35][O:36][C:37](=[O:41])[C@H:38](Cl)[CH3:39]>O>[CH3:35][O:36][C:37](=[O:41])[C@@H:38]([O:27][C:10]1[CH:9]=[CH:8][C:7]([F:28])=[C:6]2[C:11]=1[C:12]([CH3:26])=[C:13]([CH2:14][C:15]1[CH:20]=[CH:19][C:18]([N:21]3[CH:25]=[CH:24][CH:23]=[N:22]3)=[CH:17][CH:16]=1)[C:4]([CH:1]1[CH2:2][CH2:3]1)=[N:5]2)[CH3:39] |f:1.2.3|. Procedure: A mixture of 2-cyclopropyl-8-fluoro-4-methyl-3-(4-pyrazol-1-ylbenzyl)quinolin-5-ol (0.064 g), (N-dimethylformamide (0.86 mL), potassium carbonate (0.071 g) and (R)-2-chloropropionic acid methyl ester (0.032 g) was stirred at 40° C. for 3 days. The mixture was cooled to 0° C., diluted with water (40 mL) and extracted with ethyl acetate (3×10 mL). The combined extracts were washed saturated aqueous sodium chloride solution, dried over magnesium sulfate and concentrated under reduced pressure. Puri... Reactants: COC(=O)C(CC(C)C)OC(c1ccc(F)cc1)c1ccc(Br)cc1, C1CCOC1, CO, Cl, O. The product is CC(C)CC(OC(c1ccc(F)cc1)c1ccc(Br)cc1)C(=O)O. Reaction SMILES: [Br:1][c:2]1[cH:3][cH:4][c:5]([CH:8]([O:9][CH:10]([C:11](=[O:12])[O:13][CH3:14])[CH2:15][CH:16]([CH3:17])[CH3:18])[c:19]2[cH:20][cH:21][c:22]([F:25])[cH:23][cH:24]2)[cH:6][cH:7]1.[CH2:29]1[O:30][CH2:31][CH2:32][CH2:33]1.[CH3:27][OH:28].[ClH:26].[OH2:34]>>[Br:1][c:2]1[cH:3][cH:4][c:5]([CH:8]([O:9][CH:10]([C:11](=[O:12])[OH:13])[CH2:15][CH:16]([CH3:17])[CH3:18])[c:19]2[cH:20][cH:21][c:22]([F:25])[cH:23][cH:24]2)[cH:6][cH:7]1. The reactants are Cl (hydrochloric acid), CC(C(C(=CN(C)C)N1N=CN=C1)=O)(C)C (4,4-dimethyl-1-dimethylamino-2-(1,2,4-triazol-1-yl)-pent-1-en-3-one), O (water), C1(CCCCC1)[Mg]Br (cyclohexyl-magnesium bromide). Run in CCOCC (ether). Conditions: time 1 hour. The product is C1(CCCCC1)C=C(C(C(C)(C)C)=O)N1N=CN=C1 (1-cyclohexyl-4,4-dimethyl-2-(1,2,4-triazol-1-yl)-pent-1-en-3-one). Isolated yield 82.6%. As a reaction SMILES: [CH3:1][C:2]([CH3:16])([CH3:15])[C:3](=[O:14])[C:4]([N:9]1[CH:13]=[N:12][CH:11]=[N:10]1)=[CH:5]N(C)C.[CH:17]1([Mg]Br)[CH2:22][CH2:21][CH2:20][CH2:19][CH2:18]1.O.Cl>CCOCC>[CH:17]1([CH:5]=[C:4]([N:9]2[CH:13]=[N:12][CH:11]=[N:10]2)[C:3](=[O:14])[C:2]([CH3:1])([CH3:15])[CH3:16])[CH2:22][CH2:21][CH2:20][CH2:19][CH2:18]1. Procedure: 11.1 g (0.05 mol) of 4,4-dimethyl-1-dimethylamino-2-(1,2,4-triazol-1-yl)-pent-1-en-3-one were dissolved in 250 ml of ether. An ethereal solution of 13.1 g (0.07 mol) of cyclohexyl-magnesium bromide was added dropwise to this solution in the course of 30 minutes. The reaction mixture was subsequently stirred for one hour, 250 ml of water were added and the mixture was adjusted to a pH value of 6-7 with hydrochloric acid. The organic phase was separated off, dried and filtered and the filrate was ...